Dataset: the Open Reaction Database (ORD), a public repository of structured organic reaction records. Task: describe an organic reaction: reactants, conditions, products, and yield Product: C1(=CC=CC=C1)C1(CC(C1)=O)C(=O)O (1-Phenyl-3-oxocyclobutanecarboxylic acid). Conditions: time 2 hour. As a reaction SMILES: [C:1]1([C:7]2([C:15]([OH:17])=[O:16])[CH2:10][C:9](OC)([O:11]C)[CH2:8]2)[CH:6]=[CH:5][CH:4]=[CH:3][CH:2]=1.C(N(CCCl)C(C)C)(C)C>CC(O)=O>[C:1]1([C:7]2([C:15]([OH:17])=[O:16])[CH2:8][C:9](=[O:11])[CH2:10]2)[CH:2]=[CH:3][CH:4]=[CH:5][CH:6]=1. Solvent: CC(=O)O (HOAc). Reported procedure: 1-Phenyl-3-oxocyclobutanecarboxylic acid was prepared by refluxing 1-phenyl-3,3-dimethoxycyclobutanecarboxylic acid (8.5 mmol) with 90% HOAc, evaporating the reaction mixture, taking up the residue in 0.1 M HCl and Et2O, extracting the aqueous layer with Et2O and drying (Na2SO4) and evaporating the organic layer. The crude oxocarboxylic acid was dissolved in DMF (30 mL) and then added to NaH (60% dispersion in mineral oil, 20 mmol, washed twice with hexane) at ambient temperature. After 30 min N... Reactants: C1(=CC=CC=C1)C1(CC(C1)(OC)OC)C(=O)O (1-phenyl-3,3-dimethoxycyclobutanecarboxylic acid), C(C)(C)N(C(C)C)CCCl (N,N-diisopropyl-2-chloroethylamine). The reactants are C(=O)C=1C=CC(=C(C1)NC(C1=CC=C(C=C1)NC1=NC2=CC=CC=C2C(=N1)C1=CC=CC=C1)=O)C (N-(5-formyl-2-methylphenyl)-4-(4-phenylquinazolin-2-ylamino)benzamide), C1(CC1)N (cyclopropylamine), C(C)(=O)O[BH-](OC(C)=O)OC(C)=O.[Na+] (Sodium triacetoxyborohydride). The reagents and catalysts are O1CCCC1 (tetrahydrofuran), C(C)(=O)O (acetic acid). Run in ClCCl (dichloromethane), ClCCl (dichloromethane). Reaction conditions: time 1 hour. The product is C1(CC1)NCC=1C=CC(=C(C1)NC(C1=CC=C(C=C1)NC1=NC2=CC=CC=C2C(=N1)C1=CC=CC=C1)=O)C (N-{5-[(cyclopropylamino)methyl]-2-methylphenyl}-4-[(4-phenylquinazolin-2-yl)amino]benzamide). Isolated yield 52.4%. As a reaction SMILES: [CH:1]([C:3]1[CH:4]=[CH:5][C:6]([CH3:35])=[C:7]([NH:9][C:10](=[O:34])[C:11]2[CH:16]=[CH:15][C:14]([NH:17][C:18]3[N:27]=[C:26]([C:28]4[CH:33]=[CH:32][CH:31]=[CH:30][CH:29]=4)[C:25]4[C:20](=[CH:21][CH:22]=[CH:23][CH:24]=4)[N:19]=3)=[CH:13][CH:12]=2)[CH:8]=1)=O.[CH:36]1([NH2:39])[CH2:38][CH2:37]1.C(O[BH-](OC(=O)C)OC(=O)C)(=O)C.[Na+]>O1CCCC1.C(O)(=O)C.ClCCl>[CH:36]1([NH:39][CH2:1][C:3]2[CH:4]=[CH:5][C:6]([CH3:35])=[C:7]([NH:9][C:10](=[O:34])[C:11]3[CH:16]=[CH:15][C:14]([NH:17][C:18]4[N:27]=[C:26]([C:28]5[CH:29]=[CH:30][CH:31]=[CH:32][CH:33]=5)[C:25]5[C:20](=[CH:21][CH:22]=[CH:23][CH:24]=5)[N:19]=4)=[CH:13][CH:12]=3)[CH:8]=2)[CH2:38][CH2:37]1 |f:2.3|. Procedure details: A mixture of N-(5-formyl-2-methylphenyl)-4-(4-phenylquinazolin-2-ylamino)benzamide (250 mg, 0.546 mmol), cyclopropylamine (238 μL, 3.44 mmol), dichloromethane (10 m:), tetrahydrofuran (2 drops) and acetic acid (2 drops) was stirred at rt for 1 h. Sodium triacetoxyborohydride (275 mg, 1.30 mmol) was added and the mixture was stirred overnight. The crude reaction was diluted with dichloromethane, washed with saturated sodium bicarbonate and saturated sodium chloride and dried over sodium sulfate. ... Starting materials: COC1=CC=C(C(CBr)=O)C=C1 (p-methoxyphenacyl bromide), Example 1 ( a ), CN(C=O)C (dimethylformamide), CN(C=O)C (dimethylformamide), N1(CCCC1)C1=CCSCC1 (5,6-dihydro-4-(1-pyrrolidinyl)-2H-thiopyran). Run in O (water). Yields the product COC1=CC=C(C(CC2CSCCC2=O)=O)C=C1 (3-(4-methoxyphenacyl)-2,3,5,6-tetrahydrothiopyran-4-one). Reaction SMILES: [CH3:1][O:2][C:3]1[CH:12]=[CH:11][C:6]([C:7](=[O:10])[CH2:8]Br)=[CH:5][CH:4]=1.CN(C)[CH:15]=[O:16].N1(C2[CH2:28][CH2:27][S:26][CH2:25][CH:24]=2)CCCC1>O>[CH3:1][O:2][C:3]1[CH:12]=[CH:11][C:6]([C:7](=[O:10])[CH2:8][CH:24]2[C:15](=[O:16])[CH2:28][CH2:27][S:26][CH2:25]2)=[CH:5][CH:4]=1. Procedure details: A solution of 23.7 g (0.10 mole) of p-methoxyphenacyl bromide in 50 ml. of dimethylformamide is added dropwise under nitrogen to a cold stirred solution of 16.9 g (0.10 mole) of 5,6-dihydro-4-(1-pyrrolidinyl)-2H-thiopyran [Example 1 (a)] and 10 ml. of dimethylformamide. After 5 hours the reaction mixture is diluted with water and extracted with chloroform. The chloroform solution is washed with water, dried over magnesium sulfate, and concentrated to an oil which solidifies. The solid is suspend... Reactants: COc1ccc(CSC2CC(CNCc3cc(F)ccc3F)N(C(=O)OC(C)(C)C)C2)cc1, CN(C)c1ccncc1, O=C(Cl)OCC1c2ccccc2-c2ccccc21, ClCCl, [Na+], O=C([O-])O. Yields the product COc1ccc(CSC2CC(CN(Cc3cc(F)ccc3F)C(=O)OCC3c4ccccc4-c4ccccc43)N(C(=O)OC(C)(C)C)C2)cc1. As a reaction SMILES: [C:1]([CH3:2])([CH3:3])([CH3:4])[O:5][C:6](=[O:7])[N:8]1[CH:9]([CH2:23][NH:24][CH2:25][c:26]2[c:27]([F:33])[cH:28][cH:29][c:30]([F:32])[cH:31]2)[CH2:10][CH:11]([S:13][CH2:14][c:15]2[cH:16][cH:17][c:18]([O:21][CH3:22])[cH:19][cH:20]2)[CH2:12]1.[CH3:60][N:61]([c:62]1[cH:63][cH:64][n:65][cH:66][cH:67]1)[CH3:68].[Cl:34][C:35](=[O:36])[O:37][CH2:38][CH:39]1[c:40]2[cH:41][cH:42][cH:43][cH:44][c:45]2-[c:46]2[cH:47][cH:48][cH:49][cH:50][c:51]21.[Cl:57][CH2:58][Cl:59].[Na+:56].[O-:52][C:53]([OH:54])=[O:55]>>[C:1]([CH3:2])([CH3:3])([CH3:4])[O:5][C:6](=[O:7])[N:8]1[CH:9]([CH2:23][N:24]([CH2:25][c:26]2[c:27]([F:33])[cH:28][cH:29][c:30]([F:32])[cH:31]2)[C:35](=[O:36])[O:37][CH2:38][CH:39]2[c:40]3[cH:41][cH:42][cH:43][cH:44][c:45]3-[c:46]3[cH:47][cH:48][cH:49][cH:50][c:51]32)[CH2:10][CH:11]([S:13][CH2:14][c:15]2[cH:16][cH:17][c:18]([O:21][CH3:22])[cH:19][cH:20]2)[CH2:12]1. Reactants: Cc1ccc(cc1)S(n1cccc1C=O)(=O)=O, CC1=CN=C(C=C1)N, [C-]#[N+]C1CCCCC1. The reagents and catalysts are O=C(O)C(F)(F)F (trifluoroacetic acid). The solvent is CC(C)O (isopropyl alcohol), CC(C)O (isopropylalcohol). Conditions: temperature 22 celsius, time 20 hour. Yields the product Cc1ccc(cc1)S(n1cccc1c1c(NC2CCCCC2)n2cc(C)ccc2n1)(=O)=O. Yield: 1.2%. Reaction SMILES: CC1=CC=C(N)N=C1.[C-]#[N+]C1CCCCC1.CC1=CC=C(C=C1)S(=O)(=O)N1C=CC=C1C=O>>CC1=CC=C(C=C1)S(=O)(=O)N1C=CC=C1C1=C(NC2CCCCC2)N2C=C(C)C=CC2=N1. The reactants are CN(C1(CCC2(OCCO2)CC1)C#N)C (8-dimethylamino-1,4-dioxaspiro[4.5]decane-8-carbonitrile), [Cl-].[NH4+] (ammonium chloride). Solvent: O1CCCC1 (tetrahydrofuran), C(C1=CC=CC=C1)[Mg]Cl (benzylmagnesium chloride), C1CCOC1 (THF). Run at time 8 hour. Product: C(C1=CC=CC=C1)C1(CCC2(OCCO2)CC1)N(C)C ((8-benzyl-1,4-dioxaspiro[4.5]dec-8-yl)-dimethylamine). RXN SMILES: [CH3:1][N:2]([CH3:15])[C:3]1([C:13]#N)[CH2:12][CH2:11][C:6]2([O:10][CH2:9][CH2:8][O:7]2)[CH2:5][CH2:4]1.[Cl-].[NH4+]>O1CCCC1.C([Mg]Cl)C1C=CC=CC=1>[CH2:13]([C:3]1([N:2]([CH3:15])[CH3:1])[CH2:12][CH2:11][C:6]2([O:10][CH2:9][CH2:8][O:7]2)[CH2:5][CH2:4]1)[C:3]1[CH:12]=[CH:11][CH:6]=[CH:5][CH:4]=1 |f:1.2|. Procedure: 50 g 8-dimethylamino-1,4-dioxaspiro[4.5]decane-8-carbonitrile were dissolved in 400 ml analytical grade tetrahydrofuran, 214 ml 2.0 molar benzylmagnesium chloride solution in THF were added under a nitrogen atmosphere and the mixture was stirred overnight at room temperature. For working up, 200 ml saturated ammonium chloride solution were added, while cooling with ice, the phases were separated, the aqueous phase was extracted twice with 250 ml diethyl ether each time, the combined organic phas... Reactants: [H-].[Na+] (NaH), FC1=C(C=CC(=C1)C(F)(F)F)C1C(=C(NC(C1)=O)C)C(=O)OC (Methyl 4-[2-fluoro-4-(trifluoromethyl)phenyl]-2-methyl-6-oxo-1,4,5,6-tetrahydro-3-pyridinecarboxylate), COS(=O)(=O)OC (Me2SO4). The solvent is CN(C)C=O (DMF). Reaction conditions: time 45 minute. Yields the product FC1=C(C=CC(=C1)C(F)(F)F)C1C(=C(N(C(C1)=O)C)C)C(=O)OC (Methyl 4-[2-fluoro-4-(trifluoromethyl)phenyl]-1,2-dimethyl-6-oxo-1,4,5,6-tetrahydro-3-pyridinecarboxylate). The yield is 48.0%. As a reaction SMILES: [F:1][C:2]1[CH:7]=[C:6]([C:8]([F:11])([F:10])[F:9])[CH:5]=[CH:4][C:3]=1[CH:12]1[CH2:17][C:16](=[O:18])[NH:15][C:14]([CH3:19])=[C:13]1[C:20]([O:22][CH3:23])=[O:21].[H-].[Na+].[CH3:26]OS(OC)(=O)=O>CN(C=O)C>[F:1][C:2]1[CH:7]=[C:6]([C:8]([F:9])([F:11])[F:10])[CH:5]=[CH:4][C:3]=1[CH:12]1[CH2:17][C:16](=[O:18])[N:15]([CH3:26])[C:14]([CH3:19])=[C:13]1[C:20]([O:22][CH3:23])=[O:21] |f:1.2|. Reported procedure: The product of Example 21, Step 1 (3.0 g, 9.056 mmol, 1.0 equiv) was dissolved in 100 mL DMF and NaH (725 mg, 18.11 mmol, 2.0 equiv) was added slowly to the reaction mixture. Me2SO4 (1.72 mL, 18.11 mmol, 2.0 equiv) was added and the reaction was stirred at room temperature for 45 min. The reaction was quenched with water and diluted with EtOAc. After the phases were separated, the organic phase was washed once with satd. NaHCO3 and once with satd. NaCl. The organic phase was dried over Na2SO4, f... Reactants: P(=O)(Cl)(Cl)Cl (Phosphorus oxychloride), C(C1=CC=NC=C1)(=O)O (isonicotinic acid), ice water, NC1=C(C=C2C(C(NC2=C1)=O)(C)C)[N+](=O)[O-] (6-amino-5-nitro-3,3-dimethyl-indolin-2-one), CN(C=O)C (dimethylformamide). Solvent: N1=CC=CC=C1 (pyridine). Run at time 3 hour. The product is O.O.O.O.CC1(C(NC2=CC3=C(N=C(N3)C3=CC=NC=C3)C=C21)=O)C (7,7-Dimethyl-2-(4-pyridyl)-6,7-dihydro-3H,5H-pyrrolo[2,3-f]benzimidazol-6-one tetrahydrate). RXN SMILES: P(Cl)(Cl)(Cl)=[O:2].[NH2:6][C:7]1[CH:15]=[C:14]2[C:10]([C:11]([CH3:18])([CH3:17])[C:12](=[O:16])[NH:13]2)=[CH:9][C:8]=1[N+:19]([O-])=O.CN(C)C=[O:25].[C:27](O)(=[O:34])[C:28]1[CH:33]=[CH:32][N:31]=[CH:30][CH:29]=1>N1C=CC=CC=1>[OH2:2].[OH2:16].[OH2:25].[OH2:34].[CH3:17][C:11]1([CH3:18])[C:10]2[C:14](=[CH:15][C:7]3[NH:6][C:27]([C:28]4[CH:33]=[CH:32][N:31]=[CH:30][CH:29]=4)=[N:19][C:8]=3[CH:9]=2)[NH:13][C:12]1=[O:16] |f:5.6.7.8.9|. Procedure: 0.15 ml. Phosphorus oxychloride are added to a solution of 221 mg. (1 mmol) 6-amino-5-nitro-3,3-dimethyl-indolin-2-one in 2 ml. dimethylformamide containing 0.5 ml. pyridine and 123 mg. (4 mmol) isonicotinic acid. The reaction mixture is then stirred for about 3 hours, poured on to ice water and the crystals obtained are filtered off with suction. Subsequently, the product is hydrogenated in 10 ml. ethanol containing 0.2 ml. triethylamine in the presence of Pd/C. The catalyst is then filtered of...